This data is from the Open Reaction Database (ORD), a public repository of structured organic reaction records. The task is: describe an organic reaction: reactants, conditions, products, and yield Reaction conditions: time 5 hour. Run in CCOCC (ether), C(C)OCC (diethylether). The reactants are ClC=1C=CC2=C(C(=CCO2)CO)C1 (6-chloro-4-hydroxymethyl-2H-1-benzopyrane), N1=CC=CC=C1 (pyridine), ice water, S(=O)(Cl)Cl (thionylchloride). Procedure: A solution of 2.86 g of 6-chloro-4-hydroxymethyl-2H-1-benzopyrane in 50 ml of ether is reacted with 2 ml of pyridine. To the resulting mixture are then slowly added dropwise, with cooling by ice/water, 1.71 g of thionylchloride in 10 ml of diethylether. Reaction is continued for 5 hours at room temperature, the mixture poured onto ice/water and the ether phase separated. This is then washed with saturated aqueous NaHCO3 and water, dried over MgSO4 and concentrated by evaporation. The product is ... Yields the product ClC=1C=CC2=C(C(=CCO2)CCl)C1 (6-Chloro-4-chloromethyl-2H-1-benzopyrane). As a reaction SMILES: [Cl:1][C:2]1[CH:3]=[CH:4][C:5]2[O:10][CH2:9][CH:8]=[C:7]([CH2:11]O)[C:6]=2[CH:13]=1.N1C=CC=CC=1.S(Cl)([Cl:22])=O>CCOCC>[Cl:1][C:2]1[CH:3]=[CH:4][C:5]2[O:10][CH2:9][CH:8]=[C:7]([CH2:11][Cl:22])[C:6]=2[CH:13]=1. Starting materials: O=C([O-])[O-], C1COCCO1, CC(C)COCB(O)O, COc1cccc(OC)c1-c1ccccc1P(C1CCCCC1)C1CCCCC1, Clc1ccc(-c2ccccc2)cc1, [Cs+], [Cs+], CC(=O)[O-], CC(=O)[O-], O, [Pd+2]. Yields the product CC(C)COCc1ccc(-c2ccccc2)cc1. As a reaction SMILES: [C:52](=[O:53])([O-:54])[O-:55].[CH2:58]1[O:59][CH2:60][CH2:61][O:62][CH2:63]1.[CH3:14][CH:15]([CH2:16][O:17][CH2:18][B:19]([OH:20])[OH:21])[CH3:22].[CH:23]1([P:24]([CH:25]2[CH2:26][CH2:27][CH2:28][CH2:29][CH2:30]2)[c:31]2[cH:32][cH:33][cH:34][cH:35][c:36]2-[c:37]2[c:38]([O:39][CH3:40])[cH:41][cH:42][cH:43][c:44]2[O:45][CH3:46])[CH2:47][CH2:48][CH2:49][CH2:50][CH2:51]1.[Cl:1][c:2]1[cH:3][cH:4][c:5](-[c:8]2[cH:9][cH:10][cH:11][cH:12][cH:13]2)[cH:6][cH:7]1.[Cs+:56].[Cs+:57].[O-:66][C:67]([CH3:68])=[O:69].[O-:70][C:71]([CH3:72])=[O:73].[OH2:64].[Pd+2:65]>>[c:2]1([CH2:18][O:17][CH2:16][CH:15]([CH3:14])[CH3:22])[cH:3][cH:4][c:5](-[c:8]2[cH:9][cH:10][cH:11][cH:12][cH:13]2)[cH:6][cH:7]1. Reactants: C(C)(C)(C)OC(=O)N[C@@H](CC1CCCCC1)[C@H](C(CC(C)C)=O)O (2(S)-t-Butyloxycarbonylamino-1-cyclohexyl-3(R)-hydroxy-6-methylheptan4-one), [BH4-].[Na+] (NaBH4). The solvent is C1CCOC1 (THF). Reaction conditions: time 2 hour. The product is C(C)(C)(C)OC(=O)N[C@@H](CC1CCCCC1)[C@H]([C@H](CC(C)C)O)O (2(S)-t-Butyloxycarbonylamino-1-cyclohexyl-3(R),4(S)-dihydroxy-6-methylheptane). The yield is 37.8%. RXN SMILES: [C:1]([O:5][C:6]([NH:8][C@H:9]([C@@H:17]([OH:24])[C:18](=[O:23])[CH2:19][CH:20]([CH3:22])[CH3:21])[CH2:10][CH:11]1[CH2:16][CH2:15][CH2:14][CH2:13][CH2:12]1)=[O:7])([CH3:4])([CH3:3])[CH3:2].[BH4-].[Na+]>C1COCC1>[C:1]([O:5][C:6]([NH:8][C@H:9]([C@@H:17]([OH:24])[C@@H:18]([OH:23])[CH2:19][CH:20]([CH3:21])[CH3:22])[CH2:10][CH:11]1[CH2:12][CH2:13][CH2:14][CH2:15][CH2:16]1)=[O:7])([CH3:2])([CH3:3])[CH3:4] |f:1.2|. Procedure details: To a stirred solution of 2(S)-t-Butyloxycarbonylamino-1-cyclohexyl-3(R)-hydroxy-6-methylheptan4-one (200 mg, 0.586 mmol) in THF (10 mL) was added NaBH4 (22 mg, 0.586 mmol). After 2 hours, the solvent was evaporated and the residue was partitioned between ethyl acetate and brine. The organic phase was washed (brine), dried (MgSO4), filtered and evaporated. The residue was recrystallized from methylcyclohexane to give 76 mg (38%) of the desired product. M.p. 130°-131° C. The mother liquor was chro... The product is C(CCCC(=O)O)(=O)O[C@H](CC1CCCCC1)CCC1=CC(=C(C=C1)C(C)(C)C)NC(CC1C2=CC=CC=C2OC=2C=CC=CC12)=O ((S)-1-(2-{4-t-Butyl-3-[2-(9H-xanthen-9-yl)acetamido]phenyl}ethyl)-2-cyclohexylethyl hydrogen glutarate). Procedure: Following a procedure similar to that described in Example 56, but using (S)-N-[2-t-butyl-5-(4-cyclohexyl-3-hydroxybutyl)phenyl]-2-(9H-xanthen-9-yl)acetamide (prepared as described in Example 102) and glutaric anhydride as starting materials, in relative proportions similar to those used in that Example, the title compound was obtained as a foam-like material. RXN SMILES: [C:1]([C:5]1[CH:10]=[CH:9][C:8]([CH2:11][CH2:12][C@H:13]([OH:21])[CH2:14][CH:15]2[CH2:20][CH2:19][CH2:18][CH2:17][CH2:16]2)=[CH:7][C:6]=1[NH:22][C:23](=[O:39])[CH2:24][CH:25]1[C:38]2[CH:37]=[CH:36][CH:35]=[CH:34][C:33]=2[O:32][C:31]2[C:26]1=[CH:27][CH:28]=[CH:29][CH:30]=2)([CH3:4])([CH3:3])[CH3:2].[C:40]1(=[O:47])[O:46][C:44](=[O:45])[CH2:43][CH2:42][CH2:41]1>>[C:40]([O:21][C@@H:13]([CH2:12][CH2:11][C:8]1[CH:9]=[CH:10][C:5]([C:1]([CH3:4])([CH3:2])[CH3:3])=[C:6]([NH:22][C:23](=[O:39])[CH2:24][CH:25]2[C:26]3[CH:27]=[CH:28][CH:29]=[CH:30][C:31]=3[O:32][C:33]3[C:38]2=[CH:37][CH:36]=[CH:35][CH:34]=3)[CH:7]=1)[CH2:14][CH:15]1[CH2:16][CH2:17][CH2:18][CH2:19][CH2:20]1)(=[O:47])[CH2:41][CH2:42][CH2:43][C:44]([OH:46])=[O:45]. Reactants: C(C)(C)(C)C1=C(C=C(C=C1)CC[C@@H](CC1CCCCC1)O)NC(CC1C2=CC=CC=C2OC=2C=CC=CC12)=O ((S)-N-[2-t-butyl-5-(4-cyclohexyl-3-hydroxybutyl)phenyl]-2-(9H-xanthen-9-yl)acetamide), C1(CCCC(=O)O1)=O (glutaric anhydride). Reactants: C(C)(C)(C)OC(=O)N1CCC2(CN(C2)[C@@H]2CCC3=CC(=CC=C23)N2N=CC(=C2)C)CC1 (2-[(R)-5-(4-methyl-pyrazol-1-yl)-indan-1-yl]-2,7-diaza-spiro[3.5]nonane-7-carboxylic acid tert-butyl ester), Cl (HCl). Run in CO (MeOH), O1CCOCC1 (dioxane). Run at time 3 hour. Yields the product Cl.Cl.CC=1C=NN(C1)C=1C=C2CC[C@H](C2=CC1)N1CC2(C1)CCNCC2 (2-((R)-5-(4-methyl-1H-pyrazol-1-yl)-2,3-dihydro-1H-inden-1-yl)-2,7-diazaspiro[3.5]nonane dihydrochloride). Reaction SMILES: C(OC([N:8]1[CH2:31][CH2:30][C:11]2([CH2:14][N:13]([C@H:15]3[C:23]4[C:18](=[CH:19][C:20]([N:24]5[CH:28]=[C:27]([CH3:29])[CH:26]=[N:25]5)=[CH:21][CH:22]=4)[CH2:17][CH2:16]3)[CH2:12]2)[CH2:10][CH2:9]1)=O)(C)(C)C.[ClH:32]>CO.O1CCOCC1>[ClH:32].[ClH:32].[CH3:29][C:27]1[CH:26]=[N:25][N:24]([C:20]2[CH:19]=[C:18]3[C:23](=[CH:22][CH:21]=2)[C@H:15]([N:13]2[CH2:14][C:11]4([CH2:30][CH2:31][NH:8][CH2:9][CH2:10]4)[CH2:12]2)[CH2:16][CH2:17]3)[CH:28]=1 |f:4.5.6|. Reported procedure: To a solution of 2-[(R)-5-(4-methyl-pyrazol-1-yl)-indan-1-yl]-2,7-diaza-spiro[3.5]nonane-7-carboxylic acid tert-butyl ester (8-1a, 239 mg, 0.57 mmol) in MeOH (5 mL) was added 9 mL of 4N HCl in dioxane solution. The reaction was stirred for 3 hours. The reaction was concentrated and the residue was coevaporated with diethylether (3×) to afford 2-((R)-5-(4-methyl-1H-pyrazol-1-yl)-2,3-dihydro-1H-inden-1-yl)-2,7-diazaspiro[3.5]nonane dihydrochloride as a white solid (8-1b, 135 mg, 61%). This materia... Starting materials: ClC1=C(C=C(C=C1)[N+](=O)[O-])C(F)F (1-chloro-2-difluoromethyl-4-nitro-benzene). The reagents and catalysts are [Fe] (iron). Run in C(C)(=O)O (acetic acid). Conditions: temperature 115 celsius. The product is ClC1=C(C=C(C=C1)N)C(F)F (4-chloro-3-difluoromethyl-phenylamine). The yield is 76.0%. As a reaction SMILES: [Cl:1][C:2]1[CH:7]=[CH:6][C:5]([N+:8]([O-])=O)=[CH:4][C:3]=1[CH:11]([F:13])[F:12]>C(O)(=O)C.[Fe]>[Cl:1][C:2]1[CH:7]=[CH:6][C:5]([NH2:8])=[CH:4][C:3]=1[CH:11]([F:12])[F:13]. Procedure details: To a suspension of iron powder (16 g) in acetic acid (95 ml) was added 1-chloro-2-difluoromethyl-4-nitro-benzene (5.1 g, 15 mmol) and the reaction mixture was heated to 115° C. for 15 minutes. The mixture was filtered and the residue was washed with acetic acide and CH2Cl2. Evaporation of the solvent gave the crude product. It was further purified by chromatography over silica gel to give 4-chloro-3-difluoromethyl-phenylamine (76%), MS: m/e=177.1 (M+). Run at time 30 minute. Isolated yield 0.1%. Product: BrC1=CC(=C(N)C=C1F)OC (4-bromo-5-fluoro-2-methoxyaniline). The solvent is C1CCOC1 (THF), C1CCOC1 (THF). Starting materials: FC=1C=CC(=C(N)C1)OC (5-fluoro-2-methoxyaniline), pyridinium bromide perbromide. Reaction SMILES: [F:1][C:2]1[CH:3]=[CH:4][C:5]([O:9][CH3:10])=[C:6]([CH:8]=1)[NH2:7].C1C=C[NH+]=CC=1.[Br:17][Br-]Br>C1COCC1>[Br:17][C:3]1[C:2]([F:1])=[CH:8][C:6]([NH2:7])=[C:5]([O:9][CH3:10])[CH:4]=1 |f:1.2|. Reported procedure: To a THF (20 mL) solution of 5-fluoro-2-methoxyaniline (1.76 g), a THF (30 mL) solution of pyridinium bromide perbromide (4.36 g) was added dropwise under ice-cooling, and the reaction solution was agitated for 30 minutes at room temperature. The solid which deposited from the reaction mixture was separated by filtering and the solid was washed by THF. After the obtained solid was dissolved with water and ethyl acetate, the aqueous layer was neutralized with a saturated sodium bicarbonate water,...